From a dataset of the Open Reaction Database (ORD), a public repository of structured organic reaction records. describe an organic reaction: reactants, conditions, products, and yield Reactants: N[C@@H]1CC2=C(C=CC=C2CC1)OC ((-)(2S)-2-amino-8 -methoxytetralin), amine, CO (CH3OH), C(=O)(C=1NC=CN1)C=1NC=CN1 (carbonyl diimidazole), C(=O)O (formic acid). The solvent is C(C)(=O)OCC (ethyl acetate), C1CCOC1 (THF), C(Cl)Cl (CH2Cl2), C1CCOC1 (THF), C(Cl)Cl (methylene chloride), C1CCOC1 (THF). Conditions: time 8 hour. The product is C(=O)N[C@@H]1CC2=C(C=CC=C2CC1)OC ((-)N-formyl-(2S)-2-amino-8-methoxytetralin). Reaction SMILES: [NH2:1][C@H:2]1[CH2:11][CH2:10][C:9]2[C:4](=[C:5]([O:12][CH3:13])[CH:6]=[CH:7][CH:8]=2)[CH2:3]1.[C:14](C1NC=CN=1)(C1NC=CN=1)=[O:15].C(O)=O.CO>C1COCC1.C(Cl)Cl.C(OCC)(=O)C>[CH:14]([NH:1][C@H:2]1[CH2:11][CH2:10][C:9]2[C:4](=[C:5]([O:12][CH3:13])[CH:6]=[CH:7][CH:8]=2)[CH2:3]1)=[O:15]. Procedure details: As in example 6g, (-)(2S)-2-amino-8 -methoxytetralin (commercially available) (825 mg, 4.66 mmol) in 10 ml THF and 20 ml methylene chloride, was formylated with 906 mg (5.59 mmol) carbonyl diimidazole in 15 ml THF and 257 mg (5.59 mmol) formic acid in 3 ml THF. After stirring overnight, TLC analysis (silica gel; 10:90 CH3OH:CH2Cl2) indicated a major component, Rf 0.71, and absence of starting amine, Rf 0.22. The residue obtained on removal of solvent was dissolved in ethyl acetate, washed with 1... Reaction SMILES: C([NH2:3])C.C([NH:6][C:7](=[N:10][CH2:11][CH2:12][S:13][CH2:14][C:15]1[CH:20]=[N:19][CH:18]=[CH:17][N:16]=1)SC)#N>>[N:16]1[CH:17]=[CH:18][N:19]=[CH:20][C:15]=1[CH2:14][S:13][CH2:12][CH2:11][NH:10][C:7]([NH2:6])=[NH:3]. Reactants: C(C)N (ethylamine), C(#N)NC(SC)=NCCSCC1=NC=CN=C1 (N-cyanoN'-[2-(2-pyrazinylmethylthio)ethyl]- S-methylisothiourea). Procedure details: Anhydrous ethylamine is reacted with N-cyanoN'-[2-(2-pyrazinylmethylthio)ethyl]- S-methylisothiourea by the procedure of Example 4 to give N-cyano-N'-ethyl-N"[2-(2-pyrazinylmethylthio)ethyl]guanidine. Yields the product N1=C(C=NC=C1)CSCCNC(=N)N ([2-(2-pyrazinylmethylthio)ethyl]guanidine). The reactants are BrB(Br)Br, COc1ccc(C(=C2CCCCCC2)c2ccc(C#N)cc2)cc1, ClCCl, O. Product: N#Cc1ccc(C(=C2CCCCCC2)c2ccc(O)cc2)cc1. RXN SMILES: [B:25]([Br:26])([Br:27])[Br:28].[C:1]1(=[C:8]([c:9]2[cH:10][cH:11][c:12]([C:13]#[N:14])[cH:15][cH:16]2)[c:17]2[cH:18][cH:19][c:20]([O:23][CH3:24])[cH:21][cH:22]2)[CH2:2][CH2:3][CH2:4][CH2:5][CH2:6][CH2:7]1.[Cl:30][CH2:31][Cl:32].[OH2:29]>>[C:1]1(=[C:8]([c:9]2[cH:10][cH:11][c:12]([C:13]#[N:14])[cH:15][cH:16]2)[c:17]2[cH:18][cH:19][c:20]([OH:23])[cH:21][cH:22]2)[CH2:2][CH2:3][CH2:4][CH2:5][CH2:6][CH2:7]1. Starting materials: [BH4-], COC(=O)C1(c2ccc3c(c2)C(=O)CCO3)CC1, [Na+], O=C(O)C(F)(F)F. Product: COC(=O)C1(c2ccc3c(c2)CCCO3)CC1. Reaction SMILES: [BH4-:1].[CH3:3][O:4][C:5](=[O:6])[C:7]1([c:10]2[cH:11][c:12]3[c:17]([cH:18][cH:19]2)[O:16][CH2:15][CH2:14][C:13]3=[O:20])[CH2:8][CH2:9]1.[Na+:2].[OH:21][C:22]([C:23]([F:24])([F:25])[F:26])=[O:27]>>[CH3:3][O:4][C:5](=[O:6])[C:7]1([c:10]2[cH:11][c:12]3[c:17]([cH:18][cH:19]2)[O:16][CH2:15][CH2:14][CH2:13]3)[CH2:8][CH2:9]1. The reactants are C[Mg]Br (Methyl magnesium bromide), FC1=C(C=CC=C1)C1=NC2=CC=CN=C2C=C1C=O (2-(2-fluorophenyl)-1,5-naphthyridine-3-carbaldehyde). Run in C1CCOC1 (THF). The product is FC1=C(C=CC=C1)C1=NC2=CC=CN=C2C=C1C(C)O (1-(2-(2-fluorophenyl)-1,5-naphthyridin-3-yl)ethanol). As a reaction SMILES: [CH3:1][Mg]Br.[F:4][C:5]1[CH:10]=[CH:9][CH:8]=[CH:7][C:6]=1[C:11]1[C:20]([CH:21]=[O:22])=[CH:19][C:18]2[C:13](=[CH:14][CH:15]=[CH:16][N:17]=2)[N:12]=1>C1COCC1>[F:4][C:5]1[CH:10]=[CH:9][CH:8]=[CH:7][C:6]=1[C:11]1[C:20]([CH:21]([OH:22])[CH3:1])=[CH:19][C:18]2[C:13](=[CH:14][CH:15]=[CH:16][N:17]=2)[N:12]=1. Reported procedure: Methyl magnesium bromide (2M in diethyl ether, 2.38 mL, and 4.76 mmol) was added dropwise to the solution of 2-(2-fluorophenyl)-1,5-naphthyridine-3-carbaldehyde (600 mg, 4.76 mmol) in THF (60 mL) at −0° C. After completion of reaction, the reaction mixture was quenched with saturated NH4Cl solution and ethyl acetate, and then filtered through Celite™. The organic layer was separated and the aqueous layer was back extracted with ethyl acetate. The organic layers were combined and dried over anhyd... Starting materials: CS(=O)(=O)OCCOC1=C(C=C(C=C1)C#CC1=NC=C(C=C1)C1=CC=C(C=C1)Cl)C (2-{4-[5-(4-chloro-phenyl)-pyridin-2-ylethynyl]-2-methyl-phenoxy}-ethyl methanesulphonate), N1CC=CC1 (2,5-dihydro-1H-pyrrole). The product is ClC1=CC=C(C=C1)C=1C=CC(=NC1)C#CC1=CC(=C(C=C1)OCCN1CC=CC1)C (5-(4-chloro-phenyl)-2-{4-[2-(2,5-dihydro-pyrrol-1-yl)-ethoxy]-3-methyl-phenylethynyl}-pyridine). As a reaction SMILES: CS(O[CH2:6][CH2:7][O:8][C:9]1[CH:14]=[CH:13][C:12]([C:15]#[C:16][C:17]2[CH:22]=[CH:21][C:20]([C:23]3[CH:28]=[CH:27][C:26]([Cl:29])=[CH:25][CH:24]=3)=[CH:19][N:18]=2)=[CH:11][C:10]=1[CH3:30])(=O)=O.[NH:31]1[CH2:35][CH:34]=[CH:33][CH2:32]1>>[Cl:29][C:26]1[CH:27]=[CH:28][C:23]([C:20]2[CH:21]=[CH:22][C:17]([C:16]#[C:15][C:12]3[CH:13]=[CH:14][C:9]([O:8][CH2:7][CH2:6][N:31]4[CH2:35][CH:34]=[CH:33][CH2:32]4)=[C:10]([CH3:30])[CH:11]=3)=[N:18][CH:19]=2)=[CH:24][CH:25]=1. Procedure details: Prepared analogously to Example 5d from 110 mg (0.25 mmol) 2-{4-[5-(4-chloro-phenyl)-pyridin-2-ylethynyl]-2-methyl-phenoxy}-ethyl methanesulphonate and 1.92 mL (25 mmol) 2,5-dihydro-1H-pyrrole.